From a dataset of the Open Reaction Database (ORD), a public repository of structured organic reaction records. describe an organic reaction: reactants, conditions, products, and yield The reactants are [F-].[Cs+] (cesium fluoride), BrC1=CC=C(CC2(NC(CC2)=O)C(=O)OCC)C=C1 (ethyl 2-(4-bromobenzyl)-5-oxopyrrolidine-2-carboxylate), BrC1=NC=C(C=C1)F (2-bromo-5-fluoropyridine), C[Sn](C)C.C[Sn](C)C (hexamethylditin). Reagents/catalysts: C1(=CC=CC=C1)P(C1=CC=CC=C1)C1=CC=CC=C1.C1(=CC=CC=C1)P(C1=CC=CC=C1)C1=CC=CC=C1.C1(=CC=CC=C1)P(C1=CC=CC=C1)C1=CC=CC=C1.C1(=CC=CC=C1)P(C1=CC=CC=C1)C1=CC=CC=C1.[Pd] (Palladium tetrakis(triphenylphosphine)). Solvent: O1CCOCC1 (1,4-dioxane). The product is FC=1C=CC(=NC1)C1=CC=C(CC2(NC(CC2)=O)C(=O)OCC)C=C1 (ethyl 2-[4-(5-fluoropyridin-2-yl)benzyl]-5-oxopyrrolidine-2-carboxylate). As a reaction SMILES: Br[C:2]1[CH:19]=[CH:18][C:5]([CH2:6][C:7]2([C:13]([O:15][CH2:16][CH3:17])=[O:14])[CH2:11][CH2:10][C:9](=[O:12])[NH:8]2)=[CH:4][CH:3]=1.Br[C:21]1[CH:26]=[CH:25][C:24]([F:27])=[CH:23][N:22]=1.C[Sn](C)C.C[Sn](C)C.[F-].[Cs+]>O1CCOCC1.C1(P(C2C=CC=CC=2)C2C=CC=CC=2)C=CC=CC=1.C1(P(C2C=CC=CC=2)C2C=CC=CC=2)C=CC=CC=1.C1(P(C2C=CC=CC=2)C2C=CC=CC=2)C=CC=CC=1.C1(P(C2C=CC=CC=2)C2C=CC=CC=2)C=CC=CC=1.[Pd]>[F:27][C:24]1[CH:25]=[CH:26][C:21]([C:2]2[CH:19]=[CH:18][C:5]([CH2:6][C:7]3([C:13]([O:15][CH2:16][CH3:17])=[O:14])[CH2:11][CH2:10][C:9](=[O:12])[NH:8]3)=[CH:4][CH:3]=2)=[N:22][CH:23]=1 |f:2.3,4.5,7.8.9.10.11,^1:28,32|. Procedure: Palladium tetrakis(triphenylphosphine) (213 mg, 0.18 mmol) was added to a degassed, ambient temperature solution of ethyl 2-(4-bromobenzyl)-5-oxopyrrolidine-2-carboxylate (600 mg, 1.84 mmol), 2-bromo-5-fluoropyridine (324 mg, 1.84 mmol) and hexamethylditin (603 mg, 1.84 mmol) in 1,4-dioxane (8 mL). After stirring at reflux overnight, the reaction mixture was cooled and cesium fluoride (50% on celite) was added. After stirring vigorously for 1 h, the reaction mixture was filtered and concentrated... The reactants are CC(C)(C)OC(=O)N[C@@H](CC1=CC=2C=CC=CC2N1)C(=O)O (Boc-Trp), N([C@@H](CC1=CNC=N1)C(=O)O)C(=O)OC(C)(C)C (Boc-His), N[C@@H](CCC(O)=O)C(=O)O (Glu), peptide, resin 14a. The product is Amino acid, C(C(=O)NCC(=O)O)N (Gly2). RXN SMILES: CC(O[C:6]([NH:8][C@H:9]([C:20]([OH:22])=[O:21])CC1NC2C=CC=CC=2C=1)=[O:7])(C)C.[NH:23](C(OC(C)(C)C)=O)[C@H:24](C(O)=O)CC1N=CNC=1.N[C@H](C(O)=O)CCC(=O)O>>[CH2:24]([NH2:23])[C:6]([NH:8][CH2:9][C:20]([OH:22])=[O:21])=[O:7]. Reported procedure: The synthesis of the peptide resin 15 was done according to the method described in Example 6 by building on Boc glycine resin (2.0 g, 0.3 mmol Gly/g) or by using resin 14a and adding Boc-Trp, Boc-His (Bzl) and Pyro-Glu. Amino acid analysis gave Gly2.0 Ser0.96 Pro1.05 Glu1.05 Leu1.06 Tyr1.13 Arg1.10 BzlHis0.86. A suspension of 1.1 g of 13 in absolute ethanol was photolyzed and purified as described in Example 7. The purified protected decapeptide 15 was obtained in 64% yield (0.257 g): m.p. 155°...